This data is from the Open Reaction Database (ORD), a public repository of structured organic reaction records. The task is: describe an organic reaction: reactants, conditions, products, and yield Starting materials: FC(C=1C=C(C=CC1)C(CN)O)(F)F (2-(3-trifluoromethylphenyl)-2-hydroxyethanamine), CC1=CC=C(C=C1)CC(C)=O (4-methylphenylacetone), CC1=CC=C(C=C1)CCC(C)=O (4-(4-methylphenyl)butan-2-one). The product is CC1=CC=C(C=C1)CCCNCC(C1=CC(=CC=C1)C(F)(F)F)O (N-(3-(4-Methylphenyl)propyl)-2-hydroxy-2-(3-trifluoromethylphenyl)ethanamine). Reported procedure: The title compound was prepared in the manner described in Example 3, replacing 2-(3-chlorophenyl)-2-hydroxy ethanamine by 2-(3-trifluoromethylphenyl)-2-hydroxyethanamine, and 4-methylphenylacetone by 4-(4-methylphenyl)butan-2-one. The chromatographed material was recrystallised from hexane to give the title compound mp 52°-55° as a 44:56 ratio of diastereoisomers. As a reaction SMILES: [F:1][C:2]([F:14])([F:13])[C:3]1[CH:4]=[C:5]([CH:9]([OH:12])[CH2:10][NH2:11])[CH:6]=[CH:7][CH:8]=1.[CH3:15][C:16]1[CH:21]=[CH:20][C:19]([CH2:22][C:23](=O)[CH3:24])=[CH:18][CH:17]=1.CC1C=CC(CCC(=O)C)=CC=1>>[CH3:15][C:16]1[CH:21]=[CH:20][C:19]([CH2:22][CH2:23][CH2:24][NH:11][CH2:10][CH:9]([OH:12])[C:5]2[CH:6]=[CH:7][CH:8]=[C:3]([C:2]([F:13])([F:14])[F:1])[CH:4]=2)=[CH:18][CH:17]=1.